This data is from the Open Reaction Database (ORD), a public repository of structured organic reaction records. The task is: describe an organic reaction: reactants, conditions, products, and yield Starting materials: solution, Cl (hydrochloric acid), BrCCC1CCOC2=C1C=CC=C2 (4-(2-bromoethyl)-3,4-dihydro(2H)-benzopyran), [I-].[K+] (potassium iodide), COC=1C=C(C=C(C1)OC)N1CCNCC1 (1-(3,5-dimethoxyphenyl)piperazine), C([O-])([O-])=O.[K+].[K+] (potassium carbonate). Solvent: C(C)(C)O (isopropanol), CC(CC)=O (2-butanone), C(C)O (ethanol). Yields the product Cl.Cl.O1CCC(C2=C1C=CC=C2)CCN2CCN(CC2)C2=CC(=CC(=C2)OC)OC (1-[2-(3,4-dihydro-1(2H)-benzopyran-4-yl)ethyl]-4-(3,5-dimethoxyphenyl)piperazine dihydrochloride). Reaction SMILES: Br[CH2:2][CH2:3][CH:4]1[C:9]2[CH:10]=[CH:11][CH:12]=[CH:13][C:8]=2[O:7][CH2:6][CH2:5]1.[CH3:14][O:15][C:16]1[CH:17]=[C:18]([N:24]2[CH2:29][CH2:28][NH:27][CH2:26][CH2:25]2)[CH:19]=[C:20]([O:22][CH3:23])[CH:21]=1.C(=O)([O-])[O-].[K+].[K+].[I-].[K+].[ClH:38]>CC(=O)CC.C(O)(C)C.C(O)C>[ClH:38].[ClH:38].[O:7]1[C:8]2[CH:13]=[CH:12][CH:11]=[CH:10][C:9]=2[CH:4]([CH2:3][CH2:2][N:27]2[CH2:26][CH2:25][N:24]([C:18]3[CH:17]=[C:16]([O:15][CH3:14])[CH:21]=[C:20]([O:22][CH3:23])[CH:19]=3)[CH2:29][CH2:28]2)[CH2:5][CH2:6]1 |f:2.3.4,5.6,11.12.13|. Procedure: The procedure of Example 1 is followed, starting 4-(2-bromoethyl)-3,4-dihydro(2H)-benzopyran (2 g), 1-(3,5-dimethoxyphenyl)piperazine (1.84 g) and dry potassium carbonate (0.56 g), followed by potassium iodide (1.4 g) in 2-butanone (70 cc). The residue obtained is chromatographed on a column 4.4 cm in diameter, containing silica gel (100 g), using a dichloromethane-ethyl acetate mixture (50-50 by volume) as eluent and collecting 20-cc fractions. The fractions between 200 and 400 cc are concentra... The reactants are CNOC, C(=NC1CCCCC1)=NC1CCCCC1, ClCCl, Cl, O=C(O)C1(C(F)(F)F)CC1. Product: CON(C)C(=O)C1(C(F)(F)F)CC1. As a reaction SMILES: [CH3:11][O:12][NH:13][CH3:14].[CH:16]1([N:17]=[C:18]=[N:19][CH:20]2[CH2:21][CH2:22][CH2:23][CH2:24][CH2:25]2)[CH2:26][CH2:27][CH2:28][CH2:29][CH2:30]1.[Cl:31][CH2:32][Cl:33].[ClH:15].[F:1][C:2]([F:3])([F:4])[C:5]1([C:8](=[O:9])[OH:10])[CH2:6][CH2:7]1>>[F:1][C:2]([F:3])([F:4])[C:5]1([C:8](=[O:10])[N:13]([O:12][CH3:11])[CH3:14])[CH2:6][CH2:7]1.